This data is from the Open Reaction Database (ORD), a public repository of structured organic reaction records. The task is: describe an organic reaction: reactants, conditions, products, and yield The reactants are CCOC(=O)Cc1cc(Br)c(C(=O)c2ccc(Cl)cc2)n1C, CCO, [Na+], [OH-], O. Product: Cn1c(CC(=O)O)cc(Br)c1C(=O)c1ccc(Cl)cc1. As a reaction SMILES: [Br:1][c:2]1[cH:3][c:4]([CH2:17][C:18](=[O:19])[O:20][CH2:21][CH3:22])[n:5]([CH3:16])[c:6]1[C:7]([c:8]1[cH:9][cH:10][c:11]([Cl:14])[cH:12][cH:13]1)=[O:15].[CH3:23][CH2:24][OH:25].[Na+:27].[OH-:26].[OH2:28]>>[Br:1][c:2]1[cH:3][c:4]([CH2:17][C:18](=[O:19])[OH:20])[n:5]([CH3:16])[c:6]1[C:7]([c:8]1[cH:9][cH:10][c:11]([Cl:14])[cH:12][cH:13]1)=[O:15]. The reactants are CCOCC, CN(C)c1ccc(CCCOCCn2cnc3c(NC(=O)OC(C)(C)C)nc4ccccc4c32)cc1, O=C(O)C(F)(F)F. Yields the product CN(C)c1ccc(CCCOCCn2cnc3c(N)nc4ccccc4c32)cc1. Reaction SMILES: [CH2:44]([O:45][CH2:46][CH3:47])[CH3:48].[CH3:1][N:2]([c:3]1[cH:4][cH:5][c:6]([CH2:9][CH2:10][CH2:11][O:12][CH2:13][CH2:14][n:15]2[cH:16][n:17][c:18]3[c:19]([NH:28][C:29](=[O:30])[O:31][C:32]([CH3:33])([CH3:34])[CH3:35])[n:20][c:21]4[cH:22][cH:23][cH:24][cH:25][c:26]4[c:27]23)[cH:7][cH:8]1)[CH3:36].[OH:37][C:38]([C:39]([F:40])([F:41])[F:42])=[O:43]>>[CH3:1][N:2]([c:3]1[cH:4][cH:5][c:6]([CH2:9][CH2:10][CH2:11][O:12][CH2:13][CH2:14][n:15]2[cH:16][n:17][c:18]3[c:19]([NH2:28])[n:20][c:21]4[cH:22][cH:23][cH:24][cH:25][c:26]4[c:27]23)[cH:7][cH:8]1)[CH3:36]. Starting materials: COC(C(C1=C(NN(C1=O)C1=CC(=CC=C1)OC)C)(C(F)(F)F)O)=O (2,5-dihydro-α-hydroxy-1-(3-methoxyphenyl)-3-methyl-5-oxo-α-trifluoromethyl-1H-pyrazole-4-acetic acid methyl ester), S(=O)(Cl)Cl (thionyl chloride). Run in C1(=CC=CC=C1)C (toluene). Product: COC(C(C(F)(F)F)=C1C(=NN(C1=O)C1=CC(=CC=C1)OC)C)=O (2-[1,5-dihydro-1-(3-methoxyphenyl)-3-methyl-5-oxo-4H-pyrazol-4-ylidene]-3,3,3-trifluoro-propanoic acid methyl ester), solid. Reaction SMILES: [CH3:1][O:2][C:3](=[O:25])[C:4](O)([C:20]([F:23])([F:22])[F:21])[C:5]1[C:9](=[O:10])[N:8]([C:11]2[CH:16]=[CH:15][CH:14]=[C:13]([O:17][CH3:18])[CH:12]=2)[NH:7][C:6]=1[CH3:19].S(Cl)(Cl)=O>C1(C)C=CC=CC=1>[CH3:1][O:2][C:3](=[O:25])[C:4](=[C:5]1[C:9](=[O:10])[N:8]([C:11]2[CH:16]=[CH:15][CH:14]=[C:13]([O:17][CH3:18])[CH:12]=2)[N:7]=[C:6]1[CH3:19])[C:20]([F:23])([F:21])[F:22]. Procedure: To a toluene solution (5 ml) of 2,5-dihydro-α-hydroxy-1-(3-methoxyphenyl)-3-methyl-5-oxo-α-trifluoromethyl-1H-pyrazole-4-acetic acid methyl ester (180 mg, 0.5 mmol), thionyl chloride (0.365 ml, 5.0 mmol) was added and the mixture was stirred under reflux for 3 hours. After concentrating the liquid reaction mixture under reduced pressure, the title compound was obtained as a reddish brown solid (171 mg). The reactants are C(#C)C=1C=NN2C1N=C(C=C2C(F)(F)F)C2=CC=C(C=C2)C(F)(F)F (3-ethynyl-7-trifluoromethyl-5-(4-trifluoromethyl-phenyl)-pyrazolo[1,5-a]pyrimidine), BrC=1C=NC=C(C(=O)N)C1 (5-bromonicotinamide). Product: FC(C1=CC(=NC=2N1N=CC2C#CC=2C=NC=C(C(=O)N)C2)C2=CC=C(C=C2)C(F)(F)F)(F)F (5-[7-Trifluoromethyl-5-(4-trifluoromethyl-phenyl)-pyrazolo[1,5-a]pyrimidin-3-ylethynyl]-nicotinamide), solid. Isolated yield 26.0%. As a reaction SMILES: [C:1]([C:3]1[CH:4]=[N:5][N:6]2[C:11]([C:12]([F:15])([F:14])[F:13])=[CH:10][C:9]([C:16]3[CH:21]=[CH:20][C:19]([C:22]([F:25])([F:24])[F:23])=[CH:18][CH:17]=3)=[N:8][C:7]=12)#[CH:2].Br[C:27]1[CH:28]=[N:29][CH:30]=[C:31]([CH:35]=1)[C:32]([NH2:34])=[O:33]>>[F:15][C:12]([F:14])([F:13])[C:11]1[N:6]2[N:5]=[CH:4][C:3]([C:1]#[C:2][C:27]3[CH:28]=[N:29][CH:30]=[C:31]([CH:35]=3)[C:32]([NH2:34])=[O:33])=[C:7]2[N:8]=[C:9]([C:16]2[CH:21]=[CH:20][C:19]([C:22]([F:25])([F:24])[F:23])=[CH:18][CH:17]=2)[CH:10]=1. Procedure details: The title compound was prepared from 3-ethynyl-7-trifluoromethyl-5-(4-trifluoromethyl-phenyl)-pyrazolo[1,5-a]pyrimidine (example C.1) (400 mg, 1.13 mmol) and 5-bromonicotinamide [CAS 28733-43-9; commercially available] (204 mg, 1.0 mmol) according to general procedure II. Obtained as a yellow solid (140 mg, 26%). MS (ISP) 476.2 [(M+H)+]; mp 285-287° C.